From a dataset of the Open Reaction Database (ORD), a public repository of structured organic reaction records. describe an organic reaction: reactants, conditions, products, and yield Starting materials: COC(=O)c1ccc(Cn2c(C)cc(OCc3ccc(F)cc3F)c(Cl)c2=O)cc1, CO, [Na+], C1COCCO1, [OH-]. Yields the product Cc1cc(OCc2ccc(F)cc2F)c(Cl)c(=O)n1Cc1ccc(C(=O)O)cc1. RXN SMILES: [CH3:1][O:2][C:3]([c:4]1[cH:5][cH:6][c:7]([CH2:10][n:11]2[c:12](=[O:29])[c:13]([Cl:28])[c:14]([O:18][CH2:19][c:20]3[c:21]([F:27])[cH:22][c:23]([F:26])[cH:24][cH:25]3)[cH:15][c:16]2[CH3:17])[cH:8][cH:9]1)=[O:30].[CH3:33][OH:34].[Na+:32].[O:35]1[CH2:36][CH2:37][O:38][CH2:39][CH2:40]1.[OH-:31]>>[O:2]=[C:3]([c:4]1[cH:5][cH:6][c:7]([CH2:10][n:11]2[c:12](=[O:29])[c:13]([Cl:28])[c:14]([O:18][CH2:19][c:20]3[c:21]([F:27])[cH:22][c:23]([F:26])[cH:24][cH:25]3)[cH:15][c:16]2[CH3:17])[cH:8][cH:9]1)[OH:30]. Starting materials: crude mixture, C(OCCCCCC1CCCCC1)(OC1=NC=CC=C1)=O (5-cyclohexylpentyl 2-pyridyl carbonate), O=C1N(C=CC=C1)C(=O)OCCCCCC1CCCCC1 (5-cyclohexylpentyl 2-oxopyridine 1-carboxylate), N[C@H]([C@@H](O)C)C(=O)O (D-threonine), C(=O)(O)[O-].[Na+] (NaHCO3). Run in C1CCOC1 (THF), O (H2O). Conditions: time 15 hour. Product: C1(CCCCC1)CCCCCOC(=O)N[C@@H](C(=O)O)[C@H](C)O ((2R,3S)-2-(5-cyclohexylpentoxycarbonylamino)-3-hydroxy-butanoic acid). Isolated yield 81.0%. Reaction SMILES: [NH2:1][C@@H:2]([C:6]([OH:8])=[O:7])[C@H:3]([CH3:5])[OH:4].C([O-])(O)=O.[Na+].[C:14](=O)([O:27]C1C=CC=CN=1)[O:15][CH2:16][CH2:17][CH2:18][CH2:19][CH2:20][CH:21]1[CH2:26][CH2:25][CH2:24][CH2:23][CH2:22]1.O=C1C=CC=CN1C(OCCCCCC1CCCCC1)=O>O.C1COCC1>[CH:21]1([CH2:20][CH2:19][CH2:18][CH2:17][CH2:16][O:15][C:14]([NH:1][C@H:2]([C@@H:3]([OH:4])[CH3:5])[C:6]([OH:8])=[O:7])=[O:27])[CH2:26][CH2:25][CH2:24][CH2:23][CH2:22]1 |f:1.2|. Reported procedure: To a stirred mixture of D-threonine (0.15 g, 1.25 mmol) and NaHCO3 (0.16 g, 1.89 mmol) in H2O (3.5 mL), the crude mixture containing 5-cyclohexylpentyl 2-pyridyl carbonate and 5-cyclohexylpentyl 2-oxopyridine 1-carboxylate (0.55 g, 1.5 mmol) in THF (3.5 mL) was added. After 15 h at rt, the crude mixture was rotary evaporated to remove the organics and subsequently extracted with Et2O (3×5 mL). The aqueous phase was acidified with 2M HCl solution to pH 2-3 and subsequently extracted with AcOEt (3... Reactants: [H-].[Al+3].[Li+].[H-].[H-].[H-] (Lithium aluminum hydride), C(C)OC(=O)C1=NN(C=2CCCCC12)C1=CC=C(C=C1)Br (1-(4-bromophenyl)-4,5,6,7-tetrahydro-1H-indazole-3-carboxylic acid ethyl ester), reagent. Run in C1CCOC1 (THF). Conditions: time 1 hour. Yields the product BrC1=CC=C(C=C1)N1N=C(C=2CCCCC12)CO (1-(4-Bromophenyl)-4,5,6,7-tetrahydro-1H-indazole-3-methanol). Yield: 70.4%. RXN SMILES: [H-].[Al+3].[Li+].[H-].[H-].[H-].C([O:9][C:10]([C:12]1[C:20]2[CH2:19][CH2:18][CH2:17][CH2:16][C:15]=2[N:14]([C:21]2[CH:26]=[CH:25][C:24]([Br:27])=[CH:23][CH:22]=2)[N:13]=1)=O)C>C1COCC1>[Br:27][C:24]1[CH:23]=[CH:22][C:21]([N:14]2[C:15]3[CH2:16][CH2:17][CH2:18][CH2:19][C:20]=3[C:12]([CH2:10][OH:9])=[N:13]2)=[CH:26][CH:25]=1 |f:0.1.2.3.4.5|. Reported procedure: Lithium aluminum hydride (1.52 g) in THF (100 ml) was treated with 1-(4-bromophenyl)-4,5,6,7-tetrahydro-1H-indazole-3-carboxylic acid ethyl ester (6.98 g) and reacted at ambient temperature for 2 hours. Additional reagent (1.52 g) was added and the reaction was continued for one hour to complete the conversion. Excess reagent was quenched, the mixture was filtered, and the filtrate was evaporated to yield crude title compound (548 g). Crystallization from acetonitrile gave pure title compound (4... The reactants are CC(C)(C)[Si](Cl)(c1ccccc1)c1ccccc1, OCCCO, CCN(C(C)C)C(C)C, ClCCl. Yields the product CC(C)(C)[Si](OCCCO)(c1ccccc1)c1ccccc1. RXN SMILES: [C:15]([CH3:16])([CH3:17])([CH3:18])[Si:19]([c:20]1[cH:21][cH:22][cH:23][cH:24][cH:25]1)([c:26]1[cH:27][cH:28][cH:29][cH:30][cH:31]1)[Cl:32].[CH2:1]([CH2:2][CH2:3][OH:4])[OH:5].[CH:6]([N:7]([CH:8]([CH3:9])[CH3:10])[CH2:11][CH3:12])([CH3:13])[CH3:14].[Cl:33][CH2:34][Cl:35]>>[CH2:1]([CH2:2][CH2:3][O:4][Si:19]([C:15]([CH3:16])([CH3:17])[CH3:18])([c:20]1[cH:21][cH:22][cH:23][cH:24][cH:25]1)[c:26]1[cH:27][cH:28][cH:29][cH:30][cH:31]1)[OH:5]. Starting materials: COCOc1cccnc1Br, COCOc1cc(Cl)c(Br)cc1CC#N, C1CCOC1, [H-], [Na+], [Na+], Cc1ccc(S(=O)[O-])cc1. Yields the product COCOc1cc(Cl)c(Br)cc1C(C#N)c1ncccc1OCOC. Reaction SMILES: [Br:16][c:17]1[n:18][cH:19][cH:20][cH:21][c:22]1[O:23][CH2:24][O:25][CH3:26].[Br:1][c:2]1[c:3]([Cl:15])[cH:4][c:5]([O:11][CH2:12][O:13][CH3:14])[c:6]([CH2:7][C:8]#[N:9])[cH:10]1.[CH2:40]1[O:41][CH2:42][CH2:43][CH2:44]1.[H-:38].[Na+:37].[Na+:39].[c:27]1([CH3:28])[cH:29][cH:30][c:31]([S:32]([O-:33])=[O:34])[cH:35][cH:36]1>>[Br:1][c:2]1[c:3]([Cl:15])[cH:4][c:5]([O:11][CH2:12][O:13][CH3:14])[c:6]([CH:7]([C:8]#[N:9])[c:17]2[n:18][cH:19][cH:20][cH:21][c:22]2[O:23][CH2:24][O:25][CH3:26])[cH:10]1.